Dataset: the Open Reaction Database (ORD), a public repository of structured organic reaction records. Task: describe an organic reaction: reactants, conditions, products, and yield Starting materials: [BH4-], C=CCC1CC2CC(c3cc(F)ccc3F)(S(=O)(=O)c3ccc(C(F)(F)F)cc3)CCC2NS1(=O)=O, [Na+], O=[O+][O-]. Yields the product O=S1(=O)NC2CCC(c3cc(F)ccc3F)(S(=O)(=O)c3ccc(C(F)(F)F)cc3)CC2CC1CCO. RXN SMILES: [BH4-:40].[F:1][c:2]1[c:3]([C:9]2([S:24](=[O:25])(=[O:26])[c:27]3[cH:28][cH:29][c:30]([C:33]([F:34])([F:35])[F:36])[cH:31][cH:32]3)[CH2:10][CH2:11][CH:12]3[CH:13]([CH2:14][CH:15]([CH2:20][CH:21]=[CH2:22])[S:16](=[O:18])(=[O:19])[NH:17]3)[CH2:23]2)[cH:4][c:5]([F:8])[cH:6][cH:7]1.[Na+:41].[O-:37][O+:38]=[O:39]>>[F:1][c:2]1[c:3]([C:9]2([S:24](=[O:25])(=[O:26])[c:27]3[cH:28][cH:29][c:30]([C:33]([F:34])([F:35])[F:36])[cH:31][cH:32]3)[CH2:10][CH2:11][CH:12]3[CH:13]([CH2:14][CH:15]([CH2:20][CH2:21][OH:37])[S:16](=[O:18])(=[O:19])[NH:17]3)[CH2:23]2)[cH:4][c:5]([F:8])[cH:6][cH:7]1. The reactants are COP([O-])OC, [H-], [Na+], CN(C)C=O, BrCCCOc1ccccc1. Product: COP(=O)(CCCOc1ccccc1)OC. RXN SMILES: [CH3:1][O:2][P:3]([O:4][CH3:5])[O-:6].[H-:8].[Na+:7].[O:20]=[CH:21][N:22]([CH3:23])[CH3:24].[O:9]([c:10]1[cH:11][cH:12][cH:13][cH:14][cH:15]1)[CH2:16][CH2:17][CH2:18][Br:19]>>[CH3:1][O:2][P:3]([O:4][CH3:5])(=[O:6])[CH2:18][CH2:17][CH2:16][O:9][c:10]1[cH:11][cH:12][cH:13][cH:14][cH:15]1.